From a dataset of the Open Reaction Database (ORD), a public repository of structured organic reaction records. describe an organic reaction: reactants, conditions, products, and yield Starting materials: O=C([O-])[O-], Cc1ccccc1, CCO, CCOC(C)=O, CCOC(=O)CCCCCCN(Cc1ccc(I)cc1)S(C)(=O)=O, [Na+], [Na+], OB(O)c1ccccc1, c1ccc(P(c2ccccc2)(c2ccccc2)[Pd](P(c2ccccc2)(c2ccccc2)c2ccccc2)(P(c2ccccc2)(c2ccccc2)c2ccccc2)P(c2ccccc2)(c2ccccc2)c2ccccc2)cc1. Yields the product CCOC(=O)CCCCCCN(Cc1ccc(-c2ccccc2)cc1)S(C)(=O)=O. RXN SMILES: [C:1](=[O:2])([O-:3])[O-:4].[CH3:40][c:41]1[cH:42][cH:43][cH:44][cH:45][cH:46]1.[CH3:47][CH2:48][OH:49].[CH3:50][CH2:51][O:52][C:53]([CH3:54])=[O:55].[I:16][c:17]1[cH:18][cH:19][c:20]([CH2:21][N:22]([CH2:23][CH2:24][CH2:25][CH2:26][CH2:27][CH2:28][C:29](=[O:30])[O:31][CH2:32][CH3:33])[S:34](=[O:35])(=[O:36])[CH3:37])[cH:38][cH:39]1.[Na+:5].[Na+:6].[c:7]1([B:13]([OH:14])[OH:15])[cH:8][cH:9][cH:10][cH:11][cH:12]1.[cH:56]1[cH:57][cH:58][c:59]([P:60]([Pd:61]([P:62]([c:63]2[cH:64][cH:65][cH:66][cH:67][cH:68]2)([c:69]2[cH:70][cH:71][cH:72][cH:73][cH:74]2)[c:75]2[cH:76][cH:77][cH:78][cH:79][cH:80]2)([P:81]([c:82]2[cH:83][cH:84][cH:85][cH:86][cH:87]2)([c:88]2[cH:89][cH:90][cH:91][cH:92][cH:93]2)[c:94]2[cH:95][cH:96][cH:97][cH:98][cH:99]2)[P:100]([c:101]2[cH:102][cH:103][cH:104][cH:105][cH:106]2)([c:107]2[cH:108][cH:109][cH:110][cH:111][cH:112]2)[c:113]2[cH:114][cH:115][cH:116][cH:117][cH:118]2)([c:119]2[cH:120][cH:121][cH:122][cH:123][cH:124]2)[c:125]2[cH:126][cH:127][cH:128][cH:129][cH:130]2)[cH:131][cH:132]1>>[c:7]1(-[c:17]2[cH:18][cH:19][c:20]([CH2:21][N:22]([CH2:23][CH2:24][CH2:25][CH2:26][CH2:27][CH2:28][C:29](=[O:30])[O:31][CH2:32][CH3:33])[S:34](=[O:35])(=[O:36])[CH3:37])[cH:38][cH:39]2)[cH:8][cH:9][cH:10][cH:11][cH:12]1.